Dataset: the Open Reaction Database (ORD), a public repository of structured organic reaction records. Task: describe an organic reaction: reactants, conditions, products, and yield Reactants: ClC1=CC(=CC=C1)C(=O)OO (m-Chloroperbenzoic acid), [Si](C)(C)(C(C)(C)C)N1C(C(C1CC([Si](C)(C)C)=O)[C@@H](C)O)=O (t-butyldimethylsilyl-3-[(R)-1-hydroxyethyl]-4-(2-oxo-2-trimethylsilylethyl)azetidin-2-one). Solvent: C(Cl)(Cl)Cl (chloroform). Yields the product [Si](C)(C)(C(C)(C)C)N1C([C@@H]([C@H]1CC(=O)O)[C@@H](C)O)=O ((3S,4R)-1-(t-butyldimethylsilyl)-3-[(R)-1-hydroxyethyl]-4-carboxymethyl-azetidin-2-one). Reaction SMILES: ClC1C=CC=C(C(OO)=[O:9])C=1.[Si:12]([N:19]1[CH:22]([CH2:23][C:24](=[O:29])[Si](C)(C)C)[CH:21]([C@H:30]([OH:32])[CH3:31])[C:20]1=[O:33])([C:15]([CH3:18])([CH3:17])[CH3:16])([CH3:14])[CH3:13]>C(Cl)(Cl)Cl>[Si:12]([N:19]1[C@H:22]([CH2:23][C:24]([OH:9])=[O:29])[C@@H:21]([C@H:30]([OH:32])[CH3:31])[C:20]1=[O:33])([C:15]([CH3:18])([CH3:17])[CH3:16])([CH3:14])[CH3:13]. Procedure: m-Chloroperbenzoic acid (1.00 mmol) is added to a solution of (3S,4R)-1-(t-butyldimethylsilyl-3-[(R)-1-hydroxyethyl]-4-(2-oxo-2-trimethylsilylethyl)azetidin-2-one (1.00 mmol) in chloroform (4 ml). The resulting solution is heated at reflux for 4 hr, then cooled, concentrated in vacuo, and the residue chromatographed on silica gel (2% glacial acetic acid in methylene chloride). (3S,4R)-1-(t-butyldimethylsilyl)-3-[(R)-1-hydroxyethyl]-4-carboxymethyl-azetidin-2-one, 238 mg (83%) is isolated as a co... The reactants are Cl.ClC1=C(C=CC=C1)NN (2-chlorophenylhydrazine hydrochloride), FC(C(CC(=O)C=1OC=CC1)=O)(F)F (4,4,4-trifluoro-1-furan-2-yl-butane-1,3-dione). The solvent is C(C)(=O)O (acetic acid). Conditions: temperature 80 celsius. Product: ClC1=C(C=CC=C1)N1N=C(C=C1C=1OC=CC1)C(F)(F)F (1-(2-chlorophenyl)-5-furan-2-yl-3-trifluoromethyl-1H-pyrazole). RXN SMILES: Cl.[Cl:2][C:3]1[CH:8]=[CH:7][CH:6]=[CH:5][C:4]=1[NH:9][NH2:10].[F:11][C:12]([F:24])([F:23])[C:13](=O)[CH2:14][C:15]([C:17]1[O:18][CH:19]=[CH:20][CH:21]=1)=O>C(O)(=O)C>[Cl:2][C:3]1[CH:8]=[CH:7][CH:6]=[CH:5][C:4]=1[N:9]1[C:15]([C:17]2[O:18][CH:19]=[CH:20][CH:21]=2)=[CH:14][C:13]([C:12]([F:24])([F:11])[F:23])=[N:10]1 |f:0.1|. Procedure: Into a 500 mL flask was weighed 25.0 g (139.6 mmol) of 2-chlorophenylhydrazine hydrochloride, 27.4 g (153 mmol) of 4,4,4-trifluoro-1-furan-2-yl-butane-1,3-dione, and 200 mL of acetic acid. The resulting solution was heated at 80° C. for 18 h then was cooled and was washed into a separatory funnel with 1.0 M NaOH and ethyl acetate. The ethyl acetate was separated, washed with 1.0 M NaOH, brine, dried (Na2SO4), and was concentrated in vacuo. The residue was filtered through a short column of silic...